From a dataset of the Open Reaction Database (ORD), a public repository of structured organic reaction records. describe an organic reaction: reactants, conditions, products, and yield Starting materials: C(CC1=CC=C(N)C=C1)C1=CC=C(N)C=C1 (4,4′-Ethylenedianiline), C(C)(C)(C)OC(=O)N1C(CCC1)C(=O)O (pyrrolidine-1,2-dicarboxylic acid 1-tert-butyl ester), C(C)OC(=O)N1CC=CC2=CC=CC=C12 (1-ethoxycarbonyl-1,2-dihydroquinoline). The solvent is C(Cl)Cl (DCM). Conditions: time 3 hour. Yields the product C(C)(C)(C)OC(=O)N1CCCC1 (pyrrolidine-1-carboxylic acid tert-butyl ester). The yield is 147.2%. As a reaction SMILES: C(C1C=CC(N)=CC=1)CC1C=CC(N)=CC=1.[C:17]([O:21][C:22]([N:24]1[CH2:28][CH2:27][CH2:26][CH:25]1C(O)=O)=[O:23])([CH3:20])([CH3:19])[CH3:18].C(OC(N1C2C(=CC=CC=2)C=CC1)=O)C>C(Cl)Cl>[C:17]([O:21][C:22]([N:24]1[CH2:28][CH2:27][CH2:26][CH2:25]1)=[O:23])([CH3:20])([CH3:18])[CH3:19]. Procedure: 4,4′-Ethylenedianiline (2.98 g) and pyrrolidine-1,2-dicarboxylic acid 1-tert-butyl ester (7.09 g) were dissolved in DCM (90 mL), and 1-ethoxycarbonyl-1,2-dihydroquinoline (8.38 g) was added. The reaction mixture was stirred at ambient temperature for 3 hours and evaporated under vacuum. Oil was dissolved in ethyl acetate, forming a precipitate, which was collected by vacuum filtration and dried under vacuum, giving 2-[4-(2-{4-[(1-carboxylic acid tert-butyl ester-pyrrolidine-2-carbonyl)-amino]-ph... The reactants are CN(C)C=O, ClCCN1CCCC1, Cl, [H-], [Na+], COc1ccc2c(-c3ccc(O)cc3)csc2c1. The product is COc1ccc2c(-c3ccc(OCCN4CCCC4)cc3)csc2c1. RXN SMILES: [CH3:30][N:31]([CH3:32])[CH:33]=[O:34].[Cl:20][CH2:21][CH2:22][N:23]1[CH2:24][CH2:25][CH2:26][CH2:27]1.[ClH:19].[H-:28].[Na+:29].[OH:1][c:2]1[cH:3][cH:4][c:5](-[c:8]2[cH:9][s:10][c:11]3[c:12]2[cH:13][cH:14][c:15]([O:17][CH3:18])[cH:16]3)[cH:6][cH:7]1>>[O:1]([c:2]1[cH:3][cH:4][c:5](-[c:8]2[cH:9][s:10][c:11]3[c:12]2[cH:13][cH:14][c:15]([O:17][CH3:18])[cH:16]3)[cH:6][cH:7]1)[CH2:21][CH2:22][N:23]1[CH2:24][CH2:25][CH2:26][CH2:27]1. Starting materials: BrC1(C(=C(C(=C1C1=CC=CC=C1)C1=CC=CC=C1)C1=CC=CC=C1)C1=CC=CC=C1)C1=CC=C(C=C1)OC (5-bromo-1,2,3,4-tetraphenyl-5-p-methoxyphenylcyclopenta-1,3-diene). Run in Br (HBr). The product is BrC1(C(=C(C(=C1C1=CC=CC=C1)C1=CC=CC=C1)C1=CC=CC=C1)C1=CC=CC=C1)C1=CC=C(C=C1)O (5-Bromo-1,2,3,4-tetraphenyl-5-p-hydroxyphenylcyclopenta-1,3-diene). As a reaction SMILES: [Br:1][C:2]1([C:31]2[CH:36]=[CH:35][C:34]([O:37]C)=[CH:33][CH:32]=2)[C:6]([C:7]2[CH:12]=[CH:11][CH:10]=[CH:9][CH:8]=2)=[C:5]([C:13]2[CH:18]=[CH:17][CH:16]=[CH:15][CH:14]=2)[C:4]([C:19]2[CH:24]=[CH:23][CH:22]=[CH:21][CH:20]=2)=[C:3]1[C:25]1[CH:30]=[CH:29][CH:28]=[CH:27][CH:26]=1>Br>[Br:1][C:2]1([C:31]2[CH:32]=[CH:33][C:34]([OH:37])=[CH:35][CH:36]=2)[C:6]([C:7]2[CH:8]=[CH:9][CH:10]=[CH:11][CH:12]=2)=[C:5]([C:13]2[CH:18]=[CH:17][CH:16]=[CH:15][CH:14]=2)[C:4]([C:19]2[CH:24]=[CH:23][CH:22]=[CH:21][CH:20]=2)=[C:3]1[C:25]1[CH:26]=[CH:27][CH:28]=[CH:29][CH:30]=1. Procedure: 44.44 g (0.08 mol) of 5-bromo-1,2,3,4-tetraphenyl-5-p-methoxyphenylcyclopenta-1,3-diene in 400 ml of concentrated HBr were refluxed for 24 h. The product was filtered off with suction and washed with water. It was recrystallized in toluene. (Yield: 35.05 g (81%); elemental analysis for C35H25OBr: found: C, 77.60%, H, 4.58%. calculated: C, 77.64%, H, 4.65%). The reactants are CCC(=O)OC(=O)CC, O=C([O-])O, CC(=O)Nc1ccc2c(c1[N+](=O)[O-])C(=O)NC(=O)C2(C)C, [Na+], O. Yields the product CCC(=O)Nc1ccc2c(c1[N+](=O)[O-])C(=O)NC(=O)C2(C)C. As a reaction SMILES: [C:22]([O:23][C:24](=[O:25])[CH2:26][CH3:27])(=[O:28])[CH2:29][CH3:30].[C:31](=[O:32])([OH:33])[O-:34].[CH3:1][C:2]1([CH3:21])[C:3](=[O:20])[NH:4][C:5](=[O:19])[c:6]2[c:7]([N+:16](=[O:17])[O-:18])[c:8]([NH:12][C:13](=[O:14])[CH3:15])[cH:9][cH:10][c:11]21.[Na+:35].[OH2:36]>>[CH3:1][C:2]1([CH3:21])[C:3](=[O:20])[NH:4][C:5](=[O:19])[c:6]2[c:7]([N+:16](=[O:17])[O-:18])[c:8]([NH:12][C:13](=[O:14])[CH2:15][CH3:22])[cH:9][cH:10][c:11]21. Reactants: C([O-])([O-])=O.[K+].[K+] (potassium carbonate), COC(C1=CN=CC(=C1)SC1=C(NC2=CC(=CC=C12)Cl)C)=O (5-(6-Chloro-2-methyl-1H-indol-3-ylsulfanyl)-nicotinic acid methyl ester), BrC=1C=NN(C1)C (4-bromo-1-methyl-1H-pyrazole). The reagents and catalysts are [Cu]=O (copper(II) oxide). The solvent is N1=CC=CC=C1 (pyridine), CCOC(=O)C (EtOAc). Reaction conditions: temperature 150 celsius. Product: COC(C1=CN=CC(=C1)SC1=C(N(C2=CC(=CC=C12)Cl)C=1C=NN(C1)C)C)=O (5-[6-Chloro-2-methyl-1-(1-methyl-1H-pyrazol-4-yl)-1H-indol-3-ylsulfanyl]-nicotinic acid methyl ester), crude mixture. RXN SMILES: [CH3:1][O:2][C:3](=[O:22])[C:4]1[CH:9]=[C:8]([S:10][C:11]2[C:19]3[C:14](=[CH:15][C:16]([Cl:20])=[CH:17][CH:18]=3)[NH:13][C:12]=2[CH3:21])[CH:7]=[N:6][CH:5]=1.Br[C:24]1[CH:25]=[N:26][N:27]([CH3:29])[CH:28]=1.C(=O)([O-])[O-].[K+].[K+]>N1C=CC=CC=1.CCOC(C)=O.[Cu]=O>[CH3:1][O:2][C:3](=[O:22])[C:4]1[CH:9]=[C:8]([S:10][C:11]2[C:19]3[C:14](=[CH:15][C:16]([Cl:20])=[CH:17][CH:18]=3)[N:13]([C:24]3[CH:25]=[N:26][N:27]([CH3:29])[CH:28]=3)[C:12]=2[CH3:21])[CH:7]=[N:6][CH:5]=1 |f:2.3.4|. Procedure: 5-(6-Chloro-2-methyl-1H-indol-3-ylsulfanyl)-nicotinic acid methyl ester (0.100 g, 0.3 mmol), 4-bromo-1-methyl-1H-pyrazole (0.0966 mL, 0.9 mmol), copper(II) oxide (0.048 g, 0.6 mmol) and potassium carbonate (0.054 g, 0.39 mmol) were combined in pyridine (1 mL) in a sealed vial. The reaction was heated to 150° C. overnight then cooled, then diluted with EtOAc. The mixture was washed with HCl (1 M aq.) and brine, and the organic portion was dried and concentrated to yield the title compound as a cr... Product: C1(=CC=CC=C1)CCCNC1=NC=C(C(=C1)C1=CC(=CC=C1)C)C1=CC=NC=C1 (2-(3-phenylpropylamino)-4-(3-methylphenyl)-5-(4-pyridyl)pyridine). As a reaction SMILES: Cl[C:2]1[CH:7]=[C:6]([C:8]2[CH:13]=[CH:12][CH:11]=[C:10]([CH3:14])[CH:9]=2)[C:5]([C:15]2[CH:20]=[CH:19][N:18]=[CH:17][CH:16]=2)=[CH:4][N:3]=1>C1(CCCN)C=CC=CC=1>[C:8]1([CH2:6][CH2:7][CH2:2][NH:3][C:2]2[CH:7]=[C:6]([C:8]3[CH:13]=[CH:12][CH:11]=[C:10]([CH3:14])[CH:9]=3)[C:5]([C:15]3[CH:20]=[CH:19][N:18]=[CH:17][CH:16]=3)=[CH:4][N:3]=2)[CH:13]=[CH:12][CH:11]=[CH:10][CH:9]=1. The reactants are ClC1=NC=C(C(=C1)C1=CC(=CC=C1)C)C1=CC=NC=C1 (2-chloro-4-(3-methylphenyl)-5-(4-pyridyl)pyridine). Run at temperature 160 celsius. Reported procedure: A mixture of 2-chloro-4-(3-methylphenyl)-5-(4-pyridyl)pyridine (13 mg) and 3-phenylpropylamine (5 drops) was heated to 160° C. for 2 hr. The cooled reaction mixture was subjected to chromatographic purification (silica gel, methanol/methylene chloride) to give the title compound. Reagents/catalysts: C1(=CC=CC=C1)CCCN (3-phenylpropylamine). Starting materials: OC1=C(SC=C1)C(=O)OC (methyl 3-hydroxy-2-thiophenecarboxylate), C(C1=CC=CC=C1)Br (benzyl bromide), C(=O)([O-])[O-].[K+].[K+] (K2CO3). Solvent: CC(=O)C (acetone). Product: C(C1=CC=CC=C1)OC1=C(SC=C1)C(=O)OC (methyl 3-(benzyloxy)-2-thiophenecarboxylate). The yield is 100.8%. Reaction SMILES: [OH:1][C:2]1[CH:6]=[CH:5][S:4][C:3]=1[C:7]([O:9][CH3:10])=[O:8].[CH2:11](Br)[C:12]1[CH:17]=[CH:16][CH:15]=[CH:14][CH:13]=1.C([O-])([O-])=O.[K+].[K+]>CC(C)=O>[CH2:11]([O:1][C:2]1[CH:6]=[CH:5][S:4][C:3]=1[C:7]([O:9][CH3:10])=[O:8])[C:12]1[CH:17]=[CH:16][CH:15]=[CH:14][CH:13]=1 |f:2.3.4|. Reported procedure: A mixture of methyl 3-hydroxy-2-thiophenecarboxylate (5.00 g, 31.61 mmol), benzyl bromide (3.76 mL, 31.61 mmol), and K2CO3 (4.81 g, 34.77 g) in acetone (50 mL) was stirred at reflux for 1.5 hrs. After cooled to room temperature, the mixture was filtered, and the filtrate was concentrated under reduced pressure. The residue was purified by column chromatography on silica gel (hexane:ethyl acetate=15/1 to 9/1) to give methyl 3-(benzyloxy)-2-thiophenecarboxylate as a pale yellow oil (7.91 g, yield:...